This data is from the Open Reaction Database (ORD), a public repository of structured organic reaction records. The task is: describe an organic reaction: reactants, conditions, products, and yield Starting materials: C([O-])([O-])=O.[K+].[K+] (potassium carbonate), C(C)(=O)C=1N=CSC1C(=O)OC (methyl 4-acetyl-5-thiazolecarboxylate), O.[OH-].[Li+] (lithium hydroxide monohydrate), C([O-])(O)=O.[Na+] (sodium bicarbonate). Run in CS(=O)C (DMSO). Product: C(C)(=O)C=1N=CSC1C(=O)O (4-acetyl-5-thiazolecarboxylic acid). As a reaction SMILES: C(=O)(O)[O-].[Na+].C(=O)([O-])[O-].[K+].[K+].[C:12]([C:15]1[N:16]=[CH:17][S:18][C:19]=1[C:20]([O:22]C)=[O:21])(=[O:14])[CH3:13].O.[OH-].[Li+]>CS(C)=O>[C:12]([C:15]1[N:16]=[CH:17][S:18][C:19]=1[C:20]([OH:22])=[O:21])(=[O:14])[CH3:13] |f:0.1,2.3.4,6.7.8|. Reported procedure: Following the procedure of Example 28, methyl 4-ethyl-5-thiazolecarboxylate is reacted with NBS and AIBN to give methyl 4-(1-bromoethyl)-5-thiazolecarboxylate, which is then reacted with sodium bicarbonate, or alteratively with potassium carbonate, and DMSO and the resulting methyl 4-acetyl-5-thiazolecarboxylate is treated with lithium hydroxide monohydrate to yield 4-acetyl-5-thiazolecarboxylic acid. The reactants are C(C)(=O)OCC(=O)NC=1C(=C(C(=O)NC2=CC=CC=3C4=C(OC32)CCCC4)C(=CC1)Cl)Cl (6-(3-acetoxyacetylamino-2,6-dichlorobenzoylamino)-1,2,3,4-tetrahydrodibenzofuran), [OH-].[Na+] (sodium hydroxide). Run in ClCCl (dichloromethane), CO (methanol). Conditions: time 1 hour. The product is ClC1=C(C(=O)NC2=CC=CC=3C4=C(OC32)CCCC4)C(=CC=C1NC(CO)=O)Cl (6-(2,6-dichloro-3-hydroxyacetylamino-benzoylamino)-1,2,3,4-tetrahydrodibenzofuran). The yield is 49.1%. As a reaction SMILES: C([O:4][CH2:5][C:6]([NH:8][C:9]1[C:10]([Cl:32])=[C:11]([C:28]([Cl:31])=[CH:29][CH:30]=1)[C:12]([NH:14][C:15]1[C:23]2[O:22][C:21]3[CH2:24][CH2:25][CH2:26][CH2:27][C:20]=3[C:19]=2[CH:18]=[CH:17][CH:16]=1)=[O:13])=[O:7])(=O)C.[OH-].[Na+]>ClCCl.CO>[Cl:32][C:10]1[C:9]([NH:8][C:6](=[O:7])[CH2:5][OH:4])=[CH:30][CH:29]=[C:28]([Cl:31])[C:11]=1[C:12]([NH:14][C:15]1[C:23]2[O:22][C:21]3[CH2:24][CH2:25][CH2:26][CH2:27][C:20]=3[C:19]=2[CH:18]=[CH:17][CH:16]=1)=[O:13] |f:1.2|. Procedure: A mixture of 6-(3-acetoxyacetylamino-2,6-dichlorobenzoylamino)-1,2,3,4-tetrahydrodibenzofuran (67 mg) and aqueous 1N-sodium hydroxide (0.5 ml) in a mixture of dichloromethane (1 ml) and methanol (1 ml) was stirred at ambient temperature for 1 hour. The mixture was partitioned between a mixture of dichloromethane and ethanol (8:2) and water. The organic layer was separated, washed with brine, dried over sodium sulfate and concentrated in vacuo. The residue was crystallized from ethanol to give 6-... Starting materials: COCCOCC(=CC1(C(=O)O)CCCC1)C(=O)OC(C)(C)C, CO, NC1CCCCC1. Yields the product COCCOCC(CC1(C(=O)O)CCCC1)C(=O)OC(C)(C)C, NC1CCCCC1. As a reaction SMILES: [C:8]([CH3:9])([CH3:10])([CH3:11])[O:12][C:13](=[O:14])[C:15](=[CH:16][C:17]1([C:22](=[O:23])[OH:24])[CH2:18][CH2:19][CH2:20][CH2:21]1)[CH2:25][O:26][CH2:27][CH2:28][O:29][CH3:30].[CH3:31][OH:32].[CH:1]1([NH2:7])[CH2:2][CH2:3][CH2:4][CH2:5][CH2:6]1>>[C:8]([CH3:9])([CH3:10])([CH3:11])[O:12][C:13](=[O:14])[CH:15]([CH2:16][C:17]1([C:22](=[O:23])[OH:24])[CH2:18][CH2:19][CH2:20][CH2:21]1)[CH2:25][O:26][CH2:27][CH2:28][O:29][CH3:30].[CH:1]1([NH2:7])[CH2:2][CH2:3][CH2:4][CH2:5][CH2:6]1. The reactants are C(C)(C)(C)N1N=C2C(NC3(CC2=C1)CCN(CC3)C(=O)C3=CC=C1C=CN=C(C1=C3)NCC3=CC=C(C=C3)OC)=O (2′-tert-butyl-1-(1-(4-methoxybenzylamino)isoquinoline-7-carbonyl)-4′,6′-dihydrospiro[piperidine-4,5′-pyrazolo[3,4-c]pyridin]-7′(2′H)-one), C1(=CC=CC=C1)OC (anisol). The solvent is FC(C(=O)O)(F)F (trifluoroacetic acid). Conditions: temperature 65 celsius, time 19 hour. The product is NC1=NC=CC2=CC=C(C=C12)C(=O)N1CCC2(CC=3C(C(N2)=O)=NN(C3)C(C)(C)C)CC1 (1-(1-aminoisoquinoline-7-carbonyl)-2′-tert-butyl-4′,6′-dihydrospiro[piperidine-4,5′-pyrazolo[3,4-c]pyridin]-7′(2′H)-one). Yield: 32.2%. RXN SMILES: [C:1]([N:5]1[CH:13]=[C:12]2[C:7]([C:8](=[O:41])[NH:9][C:10]3([CH2:18][CH2:17][N:16]([C:19]([C:21]4[CH:30]=[C:29]5[C:24]([CH:25]=[CH:26][N:27]=[C:28]5[NH:31]CC5C=CC(OC)=CC=5)=[CH:23][CH:22]=4)=[O:20])[CH2:15][CH2:14]3)[CH2:11]2)=[N:6]1)([CH3:4])([CH3:3])[CH3:2].C1(OC)C=CC=CC=1>FC(F)(F)C(O)=O>[NH2:31][C:28]1[C:29]2[C:24](=[CH:23][CH:22]=[C:21]([C:19]([N:16]3[CH2:17][CH2:18][C:10]4([NH:9][C:8](=[O:41])[C:7]5=[N:6][N:5]([C:1]([CH3:2])([CH3:3])[CH3:4])[CH:13]=[C:12]5[CH2:11]4)[CH2:14][CH2:15]3)=[O:20])[CH:30]=2)[CH:25]=[CH:26][N:27]=1. Procedure details: To a solution of 2′-tert-butyl-1-(1-(4-methoxybenzylamino)isoquinoline-7-carbonyl)-4′,6′-dihydrospiro[piperidine-4,5′-pyrazolo[3,4-c]pyridin]-7′(2′H)-one (28 mg, 0.051 mmol) in trifluoroacetic acid (0.51 mL) was added anisol (8.3 μL, 0.076 mmol). The reaction was heated to 65° C. and stirred for 19 hours. The reaction was concentrated. Purification by reversed-phase HPLC gave the title compound (7.1 mg, 32%). +ESI (M+H) 433.2; HPLC retention time 1.79 minutes (Method A). Reactants: CN[C@@H]1C[C@H]2O[C@@](C)([C@@H]1OC)n1c3ccccc3c3c4c(c5c6ccccc6n2c5c31)C(=O)NC4 (staurosporine), Cc1onc(C)c1C=O. The reagents and catalysts are CC(C)[O-].CC(C)[O-].CC(C)[O-].CC(C)[O-].[Ti+4] (Ti(OiPr)4), CC(=O)O (acetic acid), CC(=O)O[BH-](OC(C)=O)OC(C)=O.[Na+] (Sodium triacetoxyborohydride). Run in CN1CCCC1=O (NMP), CN1CCCC1=O (NMP), CN1CCCC1=O (NMP), CN1CCCC1=O (NMP), CN1CCCC1=O (NMP), CN1CCCC1=O (NMP), CN1CCCC1=O (NMP). Run at temperature 22 celsius, time 18 hour. Yields the product CO[C@@H]1[C@@H](C[C@H]2O[C@]1(C)n3c4ccccc4c5c6CNC(=O)c6c7c8ccccc8n2c7c35)N(C)Cc9c(C)onc9C, CN[C@@H]1C[C@H]2O[C@@](C)([C@@H]1OC)n1c3ccccc3c3c4c(c5c6ccccc6n2c5c31)C(=O)NC4 (Staurosporine), Cc1onc(C)c1C=O. The reactants are ClC1=CC=C(C=C1)C(C(=O)Cl)C(C)C (2-(4-chlorophenyl)-3-methylbutanoyl chloride), FC(C(C1=CC(=CC=C1)OC1=CC=CC=C1)O)(F)F (α-trifluoromethyl-3-phenoxybenzyl alcohol), N1=CC=CC=C1 (pyridine). Solvent: C1(=CC=CC=C1)C (toluene). Yields the product ClC1=CC=C(C=C1)C(C(=O)OC(C1=CC(=CC=C1)OC1=CC=CC=C1)C(F)(F)F)C(C)C (α-trifluoromethyl-3-phenoxybenzyl 2-(4-chlorophenyl)-3-methylbutanoate). Yield: 98.3%. Reaction SMILES: [Cl:1][C:2]1[CH:7]=[CH:6][C:5]([CH:8]([CH:12]([CH3:14])[CH3:13])[C:9](Cl)=[O:10])=[CH:4][CH:3]=1.[F:15][C:16]([F:33])([F:32])[CH:17]([OH:31])[C:18]1[CH:23]=[CH:22][CH:21]=[C:20]([O:24][C:25]2[CH:30]=[CH:29][CH:28]=[CH:27][CH:26]=2)[CH:19]=1.N1C=CC=CC=1>C1(C)C=CC=CC=1>[Cl:1][C:2]1[CH:7]=[CH:6][C:5]([CH:8]([CH:12]([CH3:14])[CH3:13])[C:9]([O:31][CH:17]([C:16]([F:15])([F:32])[F:33])[C:18]2[CH:23]=[CH:22][CH:21]=[C:20]([O:24][C:25]3[CH:30]=[CH:29][CH:28]=[CH:27][CH:26]=3)[CH:19]=2)=[O:10])=[CH:4][CH:3]=1. Procedure: This compound was prepared in the manner of Example II, using 5.3 g of 2-(4-chlorophenyl)-3-methylbutanoyl chloride, whose preparation is described in Agr. Biol. Chem., 38, 881 (1974), together with J. Kagaku To Seibutsu, 14, 427 (1976), 4.6 g of α-trifluoromethyl-3-phenoxybenzyl alcohol, and 1.5 g of pyridine in 50 ml of toluene. Volatiles were removed from the crude reaction product at 100° C./0.02 mm through a short path Kugelrohr distillation system to give as a residue 7.8 g of α-trifluorom... Starting materials: S(=O)(=O)(O)[O-].[Na+] (sodium hydrogen sulfate), OC1=C(C(N(C(=C1)C)C)=O)C(C=CC1=CC(=CC=C1)OCCO)=O (4-hydroxy-3-[3-[3-(2-hydroxyethoxy)phenyl]-1-oxo-2-propenyl]-1,6-dimethyl-2(1H)-pyridinone), IC (iodomethane), [H-].[Na+] (sodium hydride). Run in CN(C=O)C (dimethylformamide). Run at time 1 hour. The product is COC1=C(C(N(C(=C1)C)C)=O)C(C=CC1=CC(=CC=C1)OCCO)=O (4-methoxy-3-[3-[3-(2-hydroxyethoxy)phenyl]-1-oxo-2-propenyl]-1,6-dimethyl-2(1H)-pyridinone). Isolated yield 45.6%. As a reaction SMILES: [OH:1][C:2]1[CH:7]=[C:6]([CH3:8])[N:5]([CH3:9])[C:4](=[O:10])[C:3]=1[C:11](=[O:24])[CH:12]=[CH:13][C:14]1[CH:19]=[CH:18][CH:17]=[C:16]([O:20][CH2:21][CH2:22][OH:23])[CH:15]=1.[H-].[Na+].I[CH3:28].S([O-])(O)(=O)=O.[Na+]>CN(C)C=O>[CH3:28][O:1][C:2]1[CH:7]=[C:6]([CH3:8])[N:5]([CH3:9])[C:4](=[O:10])[C:3]=1[C:11](=[O:24])[CH:12]=[CH:13][C:14]1[CH:19]=[CH:18][CH:17]=[C:16]([O:20][CH2:21][CH2:22][OH:23])[CH:15]=1 |f:1.2,4.5|. Procedure: To a mixture of 1.41 g of 4-hydroxy-3-[3-[3-(2-hydroxyethoxy)phenyl]-1-oxo-2-propenyl]-1,6-dimethyl-2(1H)-pyridinone and 14 ml of dimethylformamide was added 0.19 g of sodium hydride (60% oily) under ice-cooling. After stirred at room temperature for 1 hour, 1.82 g of iodomethane was added, and this was stirred at room temperature to 42° C. for 5 hours. The reaction solution was neutralized with sodium hydrogen sulfate under ice-cooling, this was concentrated under reduced pressure, and the resu...